This data is from the Open Reaction Database (ORD), a public repository of structured organic reaction records. The task is: describe an organic reaction: reactants, conditions, products, and yield Reactants: NCC=1C(=C(C(=CC1)CC)OC=1C=C(C#N)C=C(C1)Cl)F (3-{[3-(aminomethyl)-6-ethyl-2-fluorophenyl]oxy}-5-chlorobenzonitrile), ClC=1N=CN(C1C(=O)O)COCC[Si](C)(C)C (4-chloro-1-({[2-(trimethylsilyl)ethyl]oxy}methyl)-1H-imidazole-5-carboxylic acid), C(CCl)Cl (EDC), C=1C=CC2=C(C1)N=NN2O (HOBT), C(=O)(O)[O-].[Na+] (NaHCO3). The solvent is CN(C)C=O (DMF), C(C)(=O)OCC (ethyl acetate). The product is ClC=1N=CN(C1C(=O)NCC1=C(C(=C(C=C1)CC)OC1=CC(=CC(=C1)C#N)Cl)F)COCC[Si](C)(C)C (4-chloro-N-({3-[(3-chloro-5-cyanophenyl)oxy]-4-ethyl-2-fluorophenyl}methyl)-1-({[2-(trimethylsilyl)ethyl]oxy}methyl)-1H-imidazole-5-carboxamide). Yield: 86.6%. Reaction SMILES: [NH2:1][CH2:2][C:3]1[C:4]([F:21])=[C:5]([O:11][C:12]2[CH:13]=[C:14]([CH:17]=[C:18]([Cl:20])[CH:19]=2)[C:15]#[N:16])[C:6]([CH2:9][CH3:10])=[CH:7][CH:8]=1.[Cl:22][C:23]1[N:24]=[CH:25][N:26]([CH2:31][O:32][CH2:33][CH2:34][Si:35]([CH3:38])([CH3:37])[CH3:36])[C:27]=1[C:28](O)=[O:29].C(Cl)CCl.C1C=CC2N(O)N=NC=2C=1.C([O-])(O)=O.[Na+]>CN(C=O)C.C(OCC)(=O)C>[Cl:22][C:23]1[N:24]=[CH:25][N:26]([CH2:31][O:32][CH2:33][CH2:34][Si:35]([CH3:38])([CH3:37])[CH3:36])[C:27]=1[C:28]([NH:1][CH2:2][C:3]1[CH:8]=[CH:7][C:6]([CH2:9][CH3:10])=[C:5]([O:11][C:12]2[CH:13]=[C:14]([C:15]#[N:16])[CH:17]=[C:18]([Cl:20])[CH:19]=2)[C:4]=1[F:21])=[O:29] |f:4.5|. Procedure: A solution of 3-{[3-(aminomethyl)-6-ethyl-2-fluorophenyl]oxy}-5-chlorobenzonitrile (0.075 g, 0.246 mmol), 4-chloro-1-({[2-(trimethylsilyl)ethyl]oxy}methyl)-1H-imidazole-5-carboxylic acid (0.075 g, 0.271 mmol), EDC (0.052 g, 0.271 mmol) and HOBT (0.041 g, 0.271 mmol) in DMF (4 ml) was stirred at RT under an atmosphere of nitrogen for 16 h then ethyl acetate (100 mL) and saturated aqueous NaHCO3 solution (100 mL) were added. The organic layer was separated, washed with saturated aqueous NaHCO3 sol...